From a dataset of the Open Reaction Database (ORD), a public repository of structured organic reaction records. describe an organic reaction: reactants, conditions, products, and yield The reactants are FC1=CC=C(C=C1)C#C (4-fluorophenylacetylene), C(C1=CC=CC=C1)S (benzyl mercaptan), [Na] (sodium). Yields the product FC1=CC=C(\C=C/C(C2=CC=CC=C2)SC(C2=CC=CC=C2)\C=C/C2=CC=C(C=C2)F)C=C1 ((Z)-4-fluorostyryl benzylsulfide). Reaction SMILES: [F:1][C:2]1[CH:7]=[CH:6][C:5]([C:8]#[CH:9])=[CH:4][CH:3]=1.[CH2:10]([SH:17])[C:11]1[CH:16]=[CH:15][CH:14]=[CH:13][CH:12]=1.[Na]>>[F:1][C:2]1[CH:7]=[CH:6][C:5](/[CH:8]=[CH:9]\[CH:10]([S:17][CH:8](/[CH:9]=[CH:8]\[C:5]2[CH:6]=[CH:7][C:2]([F:1])=[CH:3][CH:4]=2)[C:5]2[CH:6]=[CH:7][CH:2]=[CH:3][CH:4]=2)[C:11]2[CH:16]=[CH:15][CH:14]=[CH:13][CH:12]=2)=[CH:4][CH:3]=1 |^1:17|. Reported procedure: A solution of 4-fluorophenylacetylene (0.02 mol) and benzyl mercaptan (0.02 mol) and metallic sodium (0.02 g atom) was subjected to Procedure 2 to form (Z)-4-fluorostyryl benzylsulfide. The title compound was obtained in 76% yield following oxidation. 1HNMR (CDC13) δ4.54 (2H, s), 6.68 (1H, d, JH,H=11.94), 7.12-7.58 (9H aromatic+1H ethylenic).